Task: describe an organic reaction: reactants, conditions, products, and yield. Dataset: the Open Reaction Database (ORD), a public repository of structured organic reaction records Starting materials: C1CCOC1, CO, COC(=O)c1cc2c([nH]1)CCC2Cc1cccc(C2CC2)c1, [Li+], [OH-]. Product: O=C(O)c1cc2c([nH]1)CCC2Cc1cccc(C2CC2)c1. Reaction SMILES: [CH2:27]1[O:28][CH2:29][CH2:30][CH2:31]1.[CH3:25][OH:26].[CH:1]1([c:4]2[cH:5][c:6]([CH2:7][CH:8]3[CH2:9][CH2:10][c:11]4[nH:12][c:13]([C:16](=[O:17])[O:18][CH3:19])[cH:14][c:15]43)[cH:20][cH:21][cH:22]2)[CH2:2][CH2:3]1.[Li+:23].[OH-:24]>>[CH:1]1([c:4]2[cH:5][c:6]([CH2:7][CH:8]3[CH2:9][CH2:10][c:11]4[nH:12][c:13]([C:16](=[O:17])[OH:18])[cH:14][c:15]43)[cH:20][cH:21][cH:22]2)[CH2:2][CH2:3]1.